This data is from the Open Reaction Database (ORD), a public repository of structured organic reaction records. The task is: describe an organic reaction: reactants, conditions, products, and yield Starting materials: CN(C)C=O, O=S(=O)(OCC(F)(F)F)C(F)(F)F, [H-], Cc1nc(N)c(C#N)c(N2CCc3ccccc3CC2)n1, [Na+]. Product: Cc1nc(NCC(F)(F)F)c(C#N)c(N2CCc3ccccc3CC2)n1. As a reaction SMILES: [CH3:37][N:38]([CH3:39])[CH:40]=[O:41].[F:22][C:23]([CH2:24][O:25][S:26]([C:27]([F:28])([F:29])[F:30])(=[O:31])=[O:32])([F:33])[F:34].[H-:35].[NH2:1][c:2]1[n:3][c:4]([CH3:21])[n:5][c:6]([N:10]2[CH2:11][CH2:12][c:13]3[c:14]([cH:17][cH:18][cH:19][cH:20]3)[CH2:15][CH2:16]2)[c:7]1[C:8]#[N:9].[Na+:36]>>[NH:1]([c:2]1[n:3][c:4]([CH3:21])[n:5][c:6]([N:10]2[CH2:11][CH2:12][c:13]3[c:14]([cH:17][cH:18][cH:19][cH:20]3)[CH2:15][CH2:16]2)[c:7]1[C:8]#[N:9])[CH2:24][C:23]([F:22])([F:33])[F:34]. Reported procedure: Treatment of 23.1 g. (0.150 mole) of 4,4-dimethyl-1-octyn-3-ol (Example 149) with 56.5 g. of triphenylmethyl bromide in 150 ml. of pyridine and purification of Florisil®, all as described in Example 127 gives the title compound, m.p. 75°-77° C. The reactants are CC(C(C#C)O)(CCCC)C (4,4-dimethyl-1-octyn-3-ol), C1(=CC=CC=C1)C(C1=CC=CC=C1)(C1=CC=CC=C1)Br (triphenylmethyl bromide). As a reaction SMILES: [CH3:1][C:2]([CH3:11])([CH2:7][CH2:8][CH2:9][CH3:10])[CH:3]([OH:6])[C:4]#[CH:5].[C:12]1([C:18](Br)([C:25]2[CH:30]=[CH:29][CH:28]=[CH:27][CH:26]=2)[C:19]2[CH:24]=[CH:23][CH:22]=[CH:21][CH:20]=2)[CH:17]=[CH:16][CH:15]=[CH:14][CH:13]=1>>[CH3:1][C:2]([CH3:11])([CH2:7][CH2:8][CH2:9][CH3:10])[CH:3]([O:6][C:18]([C:12]1[CH:17]=[CH:16][CH:15]=[CH:14][CH:13]=1)([C:25]1[CH:26]=[CH:27][CH:28]=[CH:29][CH:30]=1)[C:19]1[CH:20]=[CH:21][CH:22]=[CH:23][CH:24]=1)[C:4]#[CH:5]. Product: CC(C(C#C)OC(C1=CC=CC=C1)(C1=CC=CC=C1)C1=CC=CC=C1)(CCCC)C (4,4-dimethyl-3-triphenylmethoxy-1-octyne). Reactants: ClC1=NC(=NC(=N1)Cl)NN1C(NC(C1)=O)=O (1-(4,6-dichloro-[1,3,5]-triazin-2-yl-amino)-imidazolidine-2,4-dione), C([O-])([O-])=O.[K+].[K+] (potassium carbonate), COC1=CC=C(CN)C=C1 (4-methoxybenzylamine). Procedure details: To a stirred suspension of 1-(4,6-dichloro-[1,3,5]-triazin-2-yl-amino)-imidazolidine-2,4-dione (770 mg, 2.93 mmol) and potassium carbonate (2.42 g, 17.6 mmol) in acetonitrile (20 mL) at room temperature was added 4-methoxybenzylamine (0.96 mL, 7.32 mmol). The reaction mixture was stirred for 24 h at room temperature under an atmosphere of nitrogen and then the solvent was removed under reduced pressure. The residue was extracted with ethyl acetate and the ethyl acetate was dried (MgSO4) and evap... Run in C(C)#N (acetonitrile). Conditions: time 24 hour. As a reaction SMILES: Cl[C:2]1[N:7]=[C:6](Cl)[N:5]=[C:4]([NH:9][N:10]2[CH2:14][C:13](=[O:15])[NH:12][C:11]2=[O:16])[N:3]=1.[C:17](=[O:20])([O-])[O-].[K+].[K+].[CH3:23][O:24][C:25]1[CH:32]=[CH:31][C:28]([CH2:29][NH2:30])=[CH:27][CH:26]=1>C(#N)C>[CH3:23][O:24][C:25]1[CH:32]=[CH:31][C:28]([CH2:29][NH:30][C:2]2[N:7]=[C:6]([NH:30][CH2:29][C:28]3[CH:31]=[CH:32][C:25]([O:20][CH3:17])=[CH:26][CH:27]=3)[N:5]=[C:4]([NH:9][N:10]3[CH2:14][C:13](=[O:15])[NH:12][C:11]3=[O:16])[N:3]=2)=[CH:27][CH:26]=1 |f:1.2.3|. Product: COC1=CC=C(CNC2=NC(=NC(=N2)NCC2=CC=C(C=C2)OC)NN2C(NC(C2)=O)=O)C=C1 (1-[4,6-Bis-(4-methoxybenzylamino)-{1,3,5}-triazin-2-yl-amino]-imidazolidine-2,4-dione). Yield: 43.1%. Reactants: CC(C)(C)OC(=O)N1CC2OC2C1, CC#N, [Ca+2], Clc1ccc(N2CCCNCC2)cc1, O=S(=O)([O-])C(F)(F)F, O=S(=O)([O-])C(F)(F)F. The product is CC(C)(C)OC(=O)N1CC(O)C(N2CCCN(c3ccc(Cl)cc3)CC2)C1. As a reaction SMILES: [C:15]([CH3:16])([CH3:17])([CH3:18])[O:19][C:20](=[O:21])[N:22]1[CH2:23][CH:24]2[O:25][CH:26]2[CH2:27]1.[CH3:45][C:46]#[N:47].[Ca+2:36].[Cl:1][c:2]1[cH:3][cH:4][c:5]([N:8]2[CH2:9][CH2:10][NH:11][CH2:12][CH2:13][CH2:14]2)[cH:6][cH:7]1.[F:28][C:29]([F:30])([F:31])[S:32]([O-:33])(=[O:34])=[O:35].[F:37][C:38]([F:39])([F:40])[S:41]([O-:42])(=[O:43])=[O:44]>>[Cl:1][c:2]1[cH:3][cH:4][c:5]([N:8]2[CH2:9][CH2:10][N:11]([CH:26]3[CH:24]([OH:25])[CH2:23][N:22]([C:20]([O:19][C:15]([CH3:16])([CH3:17])[CH3:18])=[O:21])[CH2:27]3)[CH2:12][CH2:13][CH2:14]2)[cH:6][cH:7]1. Reactants: C(C)(C)NC(C)C (diisopropylamine), C(CCC)[Li] (n-butyl lithium), C(C)[Si](CC)(CC)OC(CO[Si](CC)(CC)CC)=O (triethylsilyl-2-(triethylsiloxy)acetate), C(C)[Si](CC)(CC)Cl (triethylsilylchloride). Run in C1CCOC1 (THF), hexanes. Run at temperature -78 celsius, time 30 minute. Product: C(C)[Si](OC(=CO[Si](CC)(CC)CC)O[Si](C)(C)C)(CC)CC (1,2-bis(triethylsilyloxy)-1-(trimethylsilyloxy)ethene). As a reaction SMILES: C(NC(C)C)(C)C.C([Li])CCC.[CH2:13]([Si:15](Cl)([CH2:18][CH3:19])[CH2:16][CH3:17])[CH3:14].[CH2:21]([Si:23]([O:28][C:29](=[O:39])[CH2:30][O:31][Si:32]([CH2:37][CH3:38])([CH2:35][CH3:36])[CH2:33][CH3:34])([CH2:26]C)[CH2:24]C)C>C1COCC1>[CH2:13]([Si:15]([CH2:18][CH3:19])([CH2:16][CH3:17])[O:39][C:29]([O:28][Si:23]([CH3:26])([CH3:24])[CH3:21])=[CH:30][O:31][Si:32]([CH2:37][CH3:38])([CH2:33][CH3:34])[CH2:35][CH3:36])[CH3:14]. Procedure: To a solution of diisopropylamine (15.5 mL, 0.11 mol) in THF (100 mL) at −78° C. was added a 1.6 M hexanes solution of n-butyl lithium (70 mL, 0.11 mol) over 15 minutes. After stirring for an additional 15 minutes at this temperature, triethylsilylchloride (16.7 mL, 0.1 mol) was added over 10 minutes followed by the addition of triethylsilyl-2-(triethylsiloxy)acetate (37.6 g, 0.1 mol) over 30 minutes. The reaction was stirred at −78° C. for 30 minutes and warmed to ambient temperature by removin... The reactants are OC1=C(C=CC(=C1CCC)O)C(C)=O (1-(2,4-dihydroxy-3-propylphenyl)ethanone), COC(CCCCCOC1=C(C(=C(C=C1)C(C)=O)OCCOCCOS(=O)(=O)C)CCC)=O (6-[4-acetyl-3-[2-[2-[(methylsulfonyl)oxy]ethoxy]ethoxy]-2-propylphenoxy]hexanoic acid methyl ester), C([O-])([O-])=O.[K+].[K+] (potassium carbonate). The solvent is CC(=O)C (acetone), CN(C=O)C (dimethylformamide). Yields the product COC(CCCCCOC1=C(C(=C(C=C1)C(C)=O)OCCOCCOC1=C(C(=C(C=C1)C(C)=O)O)CCC)CCC)=O (6-[4-acetyl-3-[2-[2-(4-acetyl-3-hydroxy-2-propylphenoxy)ethoxy]ethoxy]-2-propylphenoxy]hexanoic acid methyl ester). Isolated yield 76.6%. RXN SMILES: [OH:1][C:2]1[C:7]([CH2:8][CH2:9][CH3:10])=[C:6](O)[CH:5]=[CH:4][C:3]=1[C:12](=[O:14])[CH3:13].[CH3:15][O:16][C:17](=[O:47])[CH2:18][CH2:19][CH2:20][CH2:21][CH2:22][O:23][C:24]1[CH:29]=[CH:28][C:27]([C:30](=[O:32])[CH3:31])=[C:26]([O:33][CH2:34][CH2:35][O:36][CH2:37][CH2:38][O:39]S(C)(=O)=O)[C:25]=1[CH2:44][CH2:45][CH3:46].C(=O)([O-])[O-].[K+].[K+]>CC(C)=O.CN(C)C=O>[CH3:15][O:16][C:17](=[O:47])[CH2:18][CH2:19][CH2:20][CH2:21][CH2:22][O:23][C:24]1[CH:29]=[CH:28][C:27]([C:30](=[O:32])[CH3:31])=[C:26]([O:33][CH2:34][CH2:35][O:36][CH2:37][CH2:38][O:39][C:6]2[CH:5]=[CH:4][C:3]([C:12](=[O:14])[CH3:13])=[C:2]([OH:1])[C:7]=2[CH2:8][CH2:9][CH3:10])[C:25]=1[CH2:44][CH2:45][CH3:46] |f:2.3.4|. Procedure details: A mixture of 1.14 g (0.0059 mole) of 1-(2,4-dihydroxy-3-propylphenyl)ethanone, 2.87 g (0.0059 mole) of 6-[4-acetyl-3-[2-[2-[(methylsulfonyl)oxy]ethoxy]ethoxy]-2-propylphenoxy]hexanoic acid methyl ester and 1.62 g (0.012 mole) of anhydrous potassium carbonate in 50 ml of anhydrous acetone and 25 ml of anhydrous dimethylformamide was stirred at reflux for 17 hours. The solvents were removed in vacuo and the residue was purified by HPLC using 35% ethyl acetate-hexane to yield 2.65 g (77% yield) of ... The reactants are F[B-](F)(F)F, CCCC(CN1CC(O)C1)NC, CO, CCN(C(C)C)C(C)C, ClCCl, [K+], [OH-], O=C(O)c1ccc(Cl)cc1, CN(C)C(On1nnc2ccccc21)=[N+](C)C. Product: CCCC(CN1CC(O)C1)N(C)C(=O)c1ccc(Cl)cc1. As a reaction SMILES: [B-:20]([F:21])([F:22])([F:23])[F:24].[CH3:42][NH:43][CH:44]([CH2:45][N:46]1[CH2:47][CH:48]([OH:50])[CH2:49]1)[CH2:51][CH2:52][CH3:53].[CH3:59][OH:60].[CH:11]([N:12]([CH2:13][CH3:14])[CH:15]([CH3:16])[CH3:17])([CH3:18])[CH3:19].[Cl:56][CH2:57][Cl:58].[K+:55].[OH-:54].[OH:1][C:2](=[O:3])[c:4]1[cH:5][cH:6][c:7]([Cl:8])[cH:9][cH:10]1.[n:25]1([O:26][C:27]([N:28]([CH3:29])[CH3:30])=[N+:31]([CH3:32])[CH3:33])[c:34]2[cH:35][cH:36][cH:37][cH:38][c:39]2[n:40][n:41]1>>[C:2](=[O:3])([c:4]1[cH:5][cH:6][c:7]([Cl:8])[cH:9][cH:10]1)[N:43]([CH3:42])[CH:44]([CH2:45][N:46]1[CH2:47][CH:48]([OH:50])[CH2:49]1)[CH2:51][CH2:52][CH3:53].